Dataset: the Open Reaction Database (ORD), a public repository of structured organic reaction records. Task: describe an organic reaction: reactants, conditions, products, and yield Reactants: ice, BrC=1C=C2COC(C2=CC1)=O (5-bromo-3H-isobenzofuran-1-one), C1(=CC=CC=C1)O (phenol), CC(C)(C(CC(C(C)(C)C)=O)=O)C (2,2,6,6-tetramethyl-heptane-3,5-dione), C([O-])([O-])=O.[Cs+].[Cs+] (cesium carbonate). The reagents and catalysts are Cl[Cu] (CuCl). Solvent: CN1CCCC1=O (NMP). Run at temperature 130 celsius. Yields the product O(C1=CC=CC=C1)C=1C=C2COC(C2=CC1)=O (5-phenoxy-3H-isobenzofuran-1-one). The yield is 88.9%. RXN SMILES: Br[C:2]1[CH:3]=[C:4]2[C:8](=[CH:9][CH:10]=1)[C:7](=[O:11])[O:6][CH2:5]2.[C:12]1([OH:18])[CH:17]=[CH:16][CH:15]=[CH:14][CH:13]=1.CC(C)(C(=O)CC(=O)C(C)(C)C)C.C(=O)([O-])[O-].[Cs+].[Cs+]>CN1C(=O)CCC1.Cl[Cu]>[O:18]([C:2]1[CH:3]=[C:4]2[C:8](=[CH:9][CH:10]=1)[C:7](=[O:11])[O:6][CH2:5]2)[C:12]1[CH:17]=[CH:16][CH:15]=[CH:14][CH:13]=1 |f:3.4.5|. Procedure details: A mixture of 5-bromo-3H-isobenzofuran-1-one (75.9 g, 0.36 mol) (Sigma-Aldrich), phenol (67.1 g, 0.713 mol), CuCl (17.6 g, 0.178 mol), 2,2,6,6-tetramethyl-heptane-3,5-dione (TMHD, 7.33 mL) and cesium carbonate (232.3 g, 0.713 mol) in NMP (200 mL) was heated at 130° C. for 64 h. After cooled, reaction mixture was poured into ice/2M HCl mixture (1 L). The mixture was then refluxed for 1 h. After cooled, the solid was collected, rinsed with water and dried in vacuo to provide the title compound (72.... Reactants: CC[C@@H]1CN2CC[C@@H]1C[C@@H]2[C@@H](C3=C4C=C(C=CC4=NC=C3)OC)OC5=NN=C(C6=CC=CC=C65)O[C@@H]([C@H]7C[C@@H]8CCN7C[C@@H]8CC)C9=C1C=C(C=CC1=NC=C9)OC (AD-mix-α), O (water), CS(=O)(=O)N (methanesulfonamide), C(C)OC(=O)C1=CC2=CC=CC(=C2CC1)O[Si](C1=CC=CC=C1)(C1=CC=CC=C1)C(C)(C)C (2-ethoxycarbonyl-5-t-butyldiphenylsilyloxy-3,4-dihydronaphthalene), S(=O)([O-])[O-].[Na+].[Na+] (sodium sulfite). Run in C(C)(C)(C)O (t-butyl alcohol). Run at time 1 hour. Yields the product O[C@@H]1[C@](CCC2=C(C=CC=C12)O[Si](C1=CC=CC=C1)(C1=CC=CC=C1)C(C)(C)C)(C(=O)OCC)O ((1S,2R)-1,2-dihydroxy-2-ethoxycarbonyl-5-t-butyldiphenylsilyloxy-1,2,3,4-tetrahydronaphthalene). RXN SMILES: CC[C@H]1[C@H]2C[C@H]([C@H](OC3C4C(=CC=CC=4)C(O[C@H](C4C=CN=C5C=4C=C(OC)C=C5)[C@@H]4N5C[C@H](CC)[C@@H](CC5)C4)=NN=3)C3C=CN=C4C=3C=C([O:22]C)C=C4)N(CC2)C1.CS(N)(=O)=O.[CH2:64]([O:66][C:67]([C:69]1[CH2:78][CH2:77][C:76]2[C:71](=[CH:72][CH:73]=[CH:74][C:75]=2[O:79][Si:80]([C:93]([CH3:96])([CH3:95])[CH3:94])([C:87]2[CH:92]=[CH:91][CH:90]=[CH:89][CH:88]=2)[C:81]2[CH:86]=[CH:85][CH:84]=[CH:83][CH:82]=2)[CH:70]=1)=[O:68])[CH3:65].S([O-])([O-])=O.[Na+].[Na+].[OH2:103]>C(O)(C)(C)C>[OH:103][C@H:70]1[C:71]2[C:76](=[C:75]([O:79][Si:80]([C:93]([CH3:95])([CH3:94])[CH3:96])([C:87]3[CH:88]=[CH:89][CH:90]=[CH:91][CH:92]=3)[C:81]3[CH:86]=[CH:85][CH:84]=[CH:83][CH:82]=3)[CH:74]=[CH:73][CH:72]=2)[CH2:77][CH2:78][C@:69]1([OH:22])[C:67]([O:66][CH2:64][CH3:65])=[O:68] |f:3.4.5|. Procedure: A solution of AD-mix-α (trade name, Aldrich) (9.2 g) in a mixture of t-butyl alcohol (30 ml) and water (30 ml) was stirred for 1 hour and then methanesulfonamide (0.62 g) and 2-ethoxycarbonyl-5-t-butyldiphenylsilyloxy-3,4-dihydronaphthalene (3.0 g) were added to the solution at room temperature. After being stirred for 20 hours at the same temperature, sodium sulfite (9.0 g) was added, and the mixture was stirred for 30 minutes. The mixture was partitioned between ethyl acetate and water. The or... Starting materials: C(=O)(O)C1=CC=C(C=C1)C(=CC(=O)NC1=CC=CC=C1)S (3-(4-carboxyphenyl)-3-mercapto-N-phenylpropenamide), C(Cl)Cl (methylene chloride), II (iodine). Solvent: C(C)N(CC)CC (triethylamine). The product is C(=O)(O)C1=CC=C(C=C1)C1=CC(N(S1)C1=CC=CC=C1)=O (5-(4-carboxyphenyl)-N-phenyl-4-isothiazolin-3-one). Yield: 54.0%. As a reaction SMILES: [C:1]([C:4]1[CH:9]=[CH:8][C:7]([C:10]([SH:21])=[CH:11][C:12]([NH:14][C:15]2[CH:20]=[CH:19][CH:18]=[CH:17][CH:16]=2)=[O:13])=[CH:6][CH:5]=1)([OH:3])=[O:2].C(Cl)Cl.II>C(N(CC)CC)C>[C:1]([C:4]1[CH:5]=[CH:6][C:7]([C:10]2[S:21][N:14]([C:15]3[CH:16]=[CH:17][CH:18]=[CH:19][CH:20]=3)[C:12](=[O:13])[CH:11]=2)=[CH:8][CH:9]=1)([OH:3])=[O:2]. Reported procedure: A mixture of 0.30 g (1.00 mmol)3-(4-carboxyphenyl)-3-mercapto-N-phenylpropenamide and 50 mL methylene chloride was stirred at room temperature. Added was 0.25 g (1.00 mmol) iodine followed by 0.2 mL (excess) triethylamine and the mixture stirred for one hour. Solvent was evaporated and 250 mL ethyl acetate added. The mixture was washed with three 100 mL portions of water. The organic layer was dried, filtered and solvent was evaporated from the filtrate. The resulting solid was triturated in abs... Starting materials: BrC=1C=CC2=C(C(OC(N2)(C)C)(C)C)C1 (6-bromo-2,2,4,4-tetramethyl-1,4-dihydro-2H-3,1-benzoxazine), BrC=1C=C(SC1)C#N (4-bromo-2-cyanothiophene). Product: CC1(NC2=C(C(O1)(C)C)C=C(C=C2)C=2C=C(SC2)C#N)C (4-(2,2,4,4-Tetramethyl-1,4-dihydro-2H-3,1-benzoxazin-6yl)thiophene-2-carbonitrile). RXN SMILES: Br[C:2]1[CH:3]=[CH:4][C:5]2[NH:10][C:9]([CH3:12])([CH3:11])[O:8][C:7]([CH3:14])([CH3:13])[C:6]=2[CH:15]=1.Br[C:17]1[CH:18]=[C:19]([C:22]#[N:23])[S:20][CH:21]=1>>[CH3:11][C:9]1([CH3:12])[O:8][C:7]([CH3:14])([CH3:13])[C:6]2[CH:15]=[C:2]([C:17]3[CH:18]=[C:19]([C:22]#[N:23])[S:20][CH:21]=3)[CH:3]=[CH:4][C:5]=2[NH:10]1. Procedure details: Prepared using the coupling procedure for Example 13 starting with 6-bromo-2,2,4,4-tetramethyl-1,4-dihydro-2H-3,1-benzoxazine and 4-bromo-2-cyanothiophene. An amorphous orange solid: 1H-NMR (DMSO-d6) δ 8.4 (d, 1H, J=1.69 Hz), 8.14 (d, 1H, J=1.69 Hz), 7.49 (d, 1H, J=2.20 Hz), 7.38 (dd, 1H, J=8.43, 2.02 Hz), 6.61 (d, 1H, J=8.43 Hz), 6.26 (s, 1H), 1.49 (s, 6H), 1.32 (s, 6H); MS (ES) m/z 299 ([M+H]+). The reactants are Cn1c(CN2CCN(C(C)(C)C)CC2)nc2c(N3CCOCC3)nc(Cl)nc21, CCc1nc2ccccc2[nH]1. The product is CCc1nc2ccccc2n1-c1nc(N2CCOCC2)c2nc(CN3CCN(C(C)(C)C)CC3)n(C)c2n1. Reaction SMILES: [C:1]([CH3:2])([CH3:3])([CH3:4])[N:5]1[CH2:6][CH2:7][N:8]([CH2:11][c:12]2[n:13]([CH3:28])[c:14]3[n:15][c:16]([Cl:27])[n:17][c:18]([N:21]4[CH2:22][CH2:23][O:24][CH2:25][CH2:26]4)[c:19]3[n:20]2)[CH2:9][CH2:10]1.[CH2:29]([CH3:30])[c:31]1[n:32][c:33]2[c:34]([nH:35]1)[cH:36][cH:37][cH:38][cH:39]2>>[C:1]([CH3:2])([CH3:3])([CH3:4])[N:5]1[CH2:6][CH2:7][N:8]([CH2:11][c:12]2[n:13]([CH3:28])[c:14]3[n:15][c:16](-[n:32]4[c:31]([CH2:29][CH3:30])[n:35][c:34]5[c:33]4[cH:39][cH:38][cH:37][cH:36]5)[n:17][c:18]([N:21]4[CH2:22][CH2:23][O:24][CH2:25][CH2:26]4)[c:19]3[n:20]2)[CH2:9][CH2:10]1. Reactants: CC(C)(C)OC(=O)N1CC(N)CC1COCc1ccccc1, O=C(O)C1CCCCN1c1nc2ccccc2o1. The product is CC(C)(C)OC(=O)N1CC(NC(=O)C2CCCCN2c2nc3ccccc3o2)CC1COCc1ccccc1. Reaction SMILES: [NH2:19][CH:20]1[CH2:21][CH:22]([CH2:32][O:33][CH2:34][c:35]2[cH:36][cH:37][cH:38][cH:39][cH:40]2)[N:23]([C:25](=[O:26])[O:27][C:28]([CH3:29])([CH3:30])[CH3:31])[CH2:24]1.[o:1]1[c:2]([N:10]2[CH:11]([C:16](=[O:17])[OH:18])[CH2:12][CH2:13][CH2:14][CH2:15]2)[n:3][c:4]2[c:5]1[cH:6][cH:7][cH:8][cH:9]2>>[o:1]1[c:2]([N:10]2[CH:11]([C:16](=[O:18])[NH:19][CH:20]3[CH2:21][CH:22]([CH2:32][O:33][CH2:34][c:35]4[cH:36][cH:37][cH:38][cH:39][cH:40]4)[N:23]([C:25](=[O:26])[O:27][C:28]([CH3:29])([CH3:30])[CH3:31])[CH2:24]3)[CH2:12][CH2:13][CH2:14][CH2:15]2)[n:3][c:4]2[c:5]1[cH:6][cH:7][cH:8][cH:9]2.